From a dataset of the Open Reaction Database (ORD), a public repository of structured organic reaction records. describe an organic reaction: reactants, conditions, products, and yield Reactants: C(C1=CC=CC=C1)OC(=O)N[C@H](C=O)CC ((S)-2-(N-Benzyloxycarbonylamino)-butyraldehyde), BrCCCCCCCCCCCCCCC (1-bromopentadecane). Yields the product C(C1=CC=CC=C1)OC(=O)N[C@@H](CC)[C@H](CCCCCCCCCCCCCCC)O ((3S,4S)-3-(N-Benzyloxycarbonylamino)-4-nonadecanol), oil. The yield is 60.0%. Reaction SMILES: [CH2:1]([O:8][C:9]([NH:11][C@@H:12]([CH2:15][CH3:16])[CH:13]=[O:14])=[O:10])[C:2]1[CH:7]=[CH:6][CH:5]=[CH:4][CH:3]=1.Br[CH2:18][CH2:19][CH2:20][CH2:21][CH2:22][CH2:23][CH2:24][CH2:25][CH2:26][CH2:27][CH2:28][CH2:29][CH2:30][CH2:31][CH3:32]>>[CH2:1]([O:8][C:9]([NH:11][C@H:12]([C@@H:13]([OH:14])[CH2:32][CH2:31][CH2:30][CH2:29][CH2:28][CH2:27][CH2:26][CH2:25][CH2:24][CH2:23][CH2:22][CH2:21][CH2:20][CH2:19][CH3:18])[CH2:15][CH3:16])=[O:10])[C:2]1[CH:7]=[CH:6][CH:5]=[CH:4][CH:3]=1. Procedure details: According to the method of Example 26, from aldehyde 8 (680 mg, 3.1 mmol) and 1-bromopentadecane (6.55 g, 22.5 mmol), alcohol 92 was obtained as a colorless oil (800 mg, 60% yield). The reactants are C(C)(=O)O.O1C(COC2=C1C=CC=C2)C(CN2CCN(CC2)CC(=O)NC2=C(C=CC=C2C)C)O (1-[2-(1,4-benzodioxan-2-yl)-2-hydroxyethyl]-4-[(2,6-dimethylphenyl)aminocarbonylmethyl]piperazine acetate). Run in S(O)(O)(=O)=O (sulfuric acid). Product: O1C(COC2=C1C=CC=C2)C(CN2CCN(CC2)CC(=O)NC2=C(C=CC=C2C)C)O (1-[2-(1,4-benzodioxan-2-yl)-2-hydroxyethyl]-4-[(2,6-dimethylphenyl)aminocarbonylmethyl]piperazine). Reaction SMILES: C(O)(=O)C.[O:5]1[C:10]2[CH:11]=[CH:12][CH:13]=[CH:14][C:9]=2[O:8][CH2:7][CH:6]1[CH:15]([OH:35])[CH2:16][N:17]1[CH2:22][CH2:21][N:20]([CH2:23][C:24]([NH:26][C:27]2[C:32]([CH3:33])=[CH:31][CH:30]=[CH:29][C:28]=2[CH3:34])=[O:25])[CH2:19][CH2:18]1>S(=O)(=O)(O)O>[O:5]1[C:10]2[CH:11]=[CH:12][CH:13]=[CH:14][C:9]=2[O:8][CH2:7][CH:6]1[CH:15]([OH:35])[CH2:16][N:17]1[CH2:18][CH2:19][N:20]([CH2:23][C:24]([NH:26][C:27]2[C:28]([CH3:34])=[CH:29][CH:30]=[CH:31][C:32]=2[CH3:33])=[O:25])[CH2:21][CH2:22]1 |f:0.1|. Procedure details: 1-[2-(1,4-benzodioxan-2-yl)-2-hydroxyethyl]-4-[(2,6-dimethylphenyl)aminocarbonylmethyl]piperazine acetate (1.0 g) is dissolved in 50 ml 50% aqueous sulfuric acid, and the solution evaporated to dryness. The product is suspended in ethanol and filtered, air dried and recrystallized from methanol/acetone to yield 1-[2-(1,4-benzodioxan-2-yl)-2-hydroxyethyl]-4-[(2,6-dimethylphenyl)aminocarbonylmethyl]piperazine .2HSO4. Reactants: Cl (hydrochloric acid), IC1=CC(=NC=C1)NNC(C(=O)OCC)=O (ethyl [2-(4-iodopyridin-2-yl)hydrazino](oxo)acetate), [OH-].[Li+] (lithium hydroxide). The solvent is O (Water), O1CCCC1 (tetrahydrofuran), O (water). Run at time 1 hour. Yields the product IC1=CC(=NC=C1)NNC(C(=O)O)=O ([2-(4-Iodopyridin-2-yl)hydrazino](oxo)acetic acid). Yield: 158.9%. Reaction SMILES: [I:1][C:2]1[CH:7]=[CH:6][N:5]=[C:4]([NH:8][NH:9][C:10](=[O:16])[C:11]([O:13]CC)=[O:12])[CH:3]=1.[OH-].[Li+].Cl>O1CCCC1.O>[I:1][C:2]1[CH:7]=[CH:6][N:5]=[C:4]([NH:8][NH:9][C:10](=[O:16])[C:11]([OH:13])=[O:12])[CH:3]=1 |f:1.2|. Procedure: To a solution of ethyl [2-(4-iodopyridin-2-yl)hydrazino](oxo)acetate (0.15 g, 0.41 mmol) in tetrahydrofuran (3.5 mL) was added dropwise a solution of lithium hydroxide (0.030 g, 1.25 mmol) in water (1.5 mL). The resulting mixture was stirred at room temperature for 1 hour. Water was added and it was acidified using hydrochloric acid 2N until pH=3. The formed precipitate was filtered, rinsed with water and dried under vacuum to yield the title compound (0.20 g, 94%) as a white solid.